From a dataset of the Open Reaction Database (ORD), a public repository of structured organic reaction records. describe an organic reaction: reactants, conditions, products, and yield Reactants: FC=1C=CC2=C(S(C3=C2C=CC(=C3)[N+](=O)[O-])(=O)=O)C1 (3-fluoro-7-nitrodibenzothiophene S,S-dioxide), O1CCOCC1 (dioxane). Reagents/catalysts: [Pd] (palladium on carbon). The solvent is C(C)(=O)O (acetic acid). Conditions: time 30 minute. Yields the product FC1=CC2=C(C3=C(S2(=O)=O)C=C(C=C3)N)C=C1 (7-Fluoro-3-dibenzothiopeneamine S,S-dioxide). Isolated yield 76.0%. Reaction SMILES: [F:1][C:2]1[CH:3]=[CH:4][C:5]2[C:9]3[CH:10]=[CH:11][C:12]([N+:14]([O-])=O)=[CH:13][C:8]=3[S:7](=[O:18])(=[O:17])[C:6]=2[CH:19]=1.O1CCOCC1>[Pd].C(O)(=O)C>[F:1][C:2]1[CH:3]=[CH:4][C:5]2[C:9]3[CH:10]=[CH:11][C:12]([NH2:14])=[CH:13][C:8]=3[S:7](=[O:17])(=[O:18])[C:6]=2[CH:19]=1. Procedure details: A mixture of 4.2 g of 3-fluoro-7-nitrodibenzothiophene S,S-dioxide, 100 ml of dioxane, 25 ml of glacial acetic acid and 1.0 g of 5% palladium on carbon was hydrogenated for 30 minutes, then filtered through diatomaceous earth and evaporated. The residue was crystallized from 50 ml of acetonitrile, giving 2.85 g of the desired product as yellow crystals, mp 266°-270° C.